From a dataset of the Open Reaction Database (ORD), a public repository of structured organic reaction records. describe an organic reaction: reactants, conditions, products, and yield Starting materials: Brc1c2ccccc2c(Br)c2ccccc12, C#Cc1cccc2cc3ccccc3cc12, C1CCOC1, [Li]CCCC, CCCCCC, ClCCl, CN(C)C=O. Product: O=Cc1c2ccccc2c(Br)c2ccccc12. RXN SMILES: [Br:1][c:2]1[c:3]2[cH:4][cH:5][cH:6][cH:7][c:8]2[c:9]([Br:16])[c:10]2[cH:11][cH:12][cH:13][cH:14][c:15]12.[C:27]([c:28]1[c:29]2[c:30]([cH:31][c:32]3[c:33]([cH:34]2)[cH:35][cH:36][cH:37][cH:38]3)[cH:39][cH:40][cH:41]1)#[CH:42].[CH2:43]1[O:44][CH2:45][CH2:46][CH2:47]1.[CH3:17][CH2:18][CH2:19][CH2:20][Li:21].[CH3:51][CH2:52][CH2:53][CH2:54][CH2:55][CH3:56].[Cl:48][CH2:49][Cl:50].[O:22]=[CH:23][N:24]([CH3:25])[CH3:26]>>[c:2]1([CH:23]=[O:22])[c:3]2[cH:4][cH:5][cH:6][cH:7][c:8]2[c:9]([Br:16])[c:10]2[cH:11][cH:12][cH:13][cH:14][c:15]12. Starting materials: COc1cccc(C2CC3(NC(=O)NC3=O)c3cc(Br)ccc3O2)c1, C1COCCO1, COc1ccc(P2(=S)SP(=S)(c3ccc(OC)cc3)S2)cc1. Yields the product COc1cccc(C2CC3(NC(=S)NC3=O)c3cc(Br)ccc3O2)c1. Reaction SMILES: [Br:1][c:2]1[cH:3][c:4]2[c:9]([cH:10][cH:11]1)[O:8][CH:7]([c:12]1[cH:13][c:14]([O:18][CH3:19])[cH:15][cH:16][cH:17]1)[CH2:6][C:5]21[NH:20][C:21](=[O:25])[NH:22][C:23]1=[O:24].[CH2:48]1[O:49][CH2:50][CH2:51][O:52][CH2:53]1.[CH3:26][O:27][c:28]1[cH:29][cH:30][c:31]([P:32]2(=[S:35])[S:33][P:34]([c:36]3[cH:37][cH:38][c:39]([O:40][CH3:41])[cH:42][cH:43]3)(=[S:44])[S:45]2)[cH:46][cH:47]1>>[Br:1][c:2]1[cH:3][c:4]2[c:9]([cH:10][cH:11]1)[O:8][CH:7]([c:12]1[cH:13][c:14]([O:18][CH3:19])[cH:15][cH:16][cH:17]1)[CH2:6][C:5]21[NH:20][C:21](=[S:35])[NH:22][C:23]1=[O:24]. Reactants: CC(C)(C)C1=NC2=C(N1)CCC2=O (2-(1,1-dimethylethyl)-5,6-dihydrocyclopenta[d]imidazol-4(1H)-one), ClC1=CC=C(CBr)C=C1 (4-chlorobenzyl bromide), C1(=CC=CC=C1)C (toluene), [NH4+].[Cl-] (NH4Cl). The reagents and catalysts are [Br-].C(CCC)[N+](CCCC)(CCCC)CCCC (Tetrabutylammonium bromide). Solvent: [OH-].[Na+] (sodium hydroxide). Reaction conditions: time 16 hour. Product: ClC1=CC=C(C=C1)CN1C(=NC2=C1C(CC2)=O)C(C)(C)C (3-[(4-chlorophenyl)methyl]-2-(1,1-dimethylethyl)-5,6-dihydrocyclopenta[d]imidazol-4(3H)-one). Isolated yield 70.8%. RXN SMILES: [CH3:1][C:2]([C:5]1[NH:9][C:8]2[CH2:10][CH2:11][C:12](=[O:13])[C:7]=2[N:6]=1)([CH3:4])[CH3:3].[Cl:14][C:15]1[CH:22]=[CH:21][C:18]([CH2:19]Br)=[CH:17][CH:16]=1.C1(C)C=CC=CC=1.[NH4+].[Cl-]>[Br-].C([N+](CCCC)(CCCC)CCCC)CCC.[OH-].[Na+]>[Cl:14][C:15]1[CH:22]=[CH:21][C:18]([CH2:19][N:6]2[C:7]3[C:12](=[O:13])[CH2:11][CH2:10][C:8]=3[N:9]=[C:5]2[C:2]([CH3:1])([CH3:3])[CH3:4])=[CH:17][CH:16]=1 |f:3.4,5.6,7.8|. Procedure: Tetrabutylammonium bromide (317 mg) was added to a stirred mixture of Intermediate 32 (350 mg), 4-chlorobenzyl bromide (444 mg) in sodium hydroxide 15% aq. (10 mL) and toluene (15 mL). The RM was stirred at room temp under nitrogen atm. for 16 hours. Sat. NH4Cl aq. solution (10 mL) was added and the mixture was extracted with EtOAc (2×50 ml). The organics were combined, dried (hydrophobic frit) and concentrated under vacuum The residue was purified on silica (50 g) using a cyclohexane:ethyl acet... Starting materials: C(C)(C)(C)OC(NC(C(=O)NC1=NC(=CC(=C1)Cl)C#CC1=CC=CC=C1)C)=O (tert-butylN-[1-[[4-chloro-6-(2-phenylethynyl)pyridin-2-yl]amino]-1-oxopropan-2-yl]carbamate), OB1OB(OB(O1)O)O (2,4,6-trihydroxy-1,3,5,2,4,6-trioxatriborinane), C([O-])([O-])=O.[K+].[K+] (potassium carbonate), COCCOC (1,2-dimethoxyethane). The reagents and catalysts are C=1C=CC(=CC1)[P](C=2C=CC=CC2)(C=3C=CC=CC3)[Pd]([P](C=4C=CC=CC4)(C=5C=CC=CC5)C=6C=CC=CC6)([P](C=7C=CC=CC7)(C=8C=CC=CC8)C=9C=CC=CC9)[P](C=1C=CC=CC1)(C=1C=CC=CC1)C=1C=CC=CC1 (Tetrakis(triphenylphosphine)palladium(0)). Run in O (water). Reaction conditions: temperature 80 celsius, time 2 day. The product is C(C)(C)(C)OC(NC(C(=O)NC1=NC(=CC(=C1)C)C#CC1=CC=CC=C1)C)=O (tert-butyl-N-[1-[[4-methyl-6-(2-phenylethynyl)pyridin-2-yl]amino]-1-oxopropan-2-yl]carbamate). RXN SMILES: [C:1]([O:5][C:6](=[O:28])[NH:7][CH:8]([CH3:27])[C:9]([NH:11][C:12]1[CH:17]=[C:16](Cl)[CH:15]=[C:14]([C:19]#[C:20][C:21]2[CH:26]=[CH:25][CH:24]=[CH:23][CH:22]=2)[N:13]=1)=[O:10])([CH3:4])([CH3:3])[CH3:2].OB1OB(O)OB(O)O1.[C:38](=O)([O-])[O-].[K+].[K+].COCCOC>C1C=CC([P]([Pd]([P](C2C=CC=CC=2)(C2C=CC=CC=2)C2C=CC=CC=2)([P](C2C=CC=CC=2)(C2C=CC=CC=2)C2C=CC=CC=2)[P](C2C=CC=CC=2)(C2C=CC=CC=2)C2C=CC=CC=2)(C2C=CC=CC=2)C2C=CC=CC=2)=CC=1.O>[C:1]([O:5][C:6](=[O:28])[NH:7][CH:8]([CH3:27])[C:9]([NH:11][C:12]1[CH:17]=[C:16]([CH3:38])[CH:15]=[C:14]([C:19]#[C:20][C:21]2[CH:26]=[CH:25][CH:24]=[CH:23][CH:22]=2)[N:13]=1)=[O:10])([CH3:4])([CH3:3])[CH3:2] |f:2.3.4,^1:53,55,74,93|. Procedure details: A mixture of tert-butylN-[1-[[4-chloro-6-(2-phenylethynyl)pyridin-2-yl]amino]-1-oxopropan-2-yl]carbamate D3a (40 mg, 0.10 mmol), 2,4,6-trihydroxy-1,3,5,2,4,6-trioxatriborinane (36 μl, 0.26 mmol), Tetrakis(triphenylphosphine)palladium(0) (16.6 mg, 0.01 mmol), potassium carbonate (41.5 mg, 0.30 mmol), 1,2-dimethoxyethane (600 μl) and water (100 μl) is stirred for 2 day at 80° C. The mixture is concentrated in vacuo and the product purified by RP HPLC. Yield: 2 mg (5%). HPLC-MS: M+H=380; tR=2.18 mi... The reactants are CS(=O)(=O)O (Methanesulfonic acid), ClC1=C(N=C2N1C=CC=C2)COC2=CC=C(C=C2)C=2C(C(OC2C2=CC=C(C=C2)OC)(C)C)=O (4-(4-((3-chloroimidazo[1,2-a]pyridin-2-yl)methoxy)phenyl)-5-(4-methoxyphenyl)-2,2-dimethylfuran-3(2H)-one). Solvent: C(Cl)Cl (DCM), C(C)OCC (diethyl ether). Conditions: time 4 hour. The product is CS(=O)(=O)O.ClC1=C(N=C2N1C=CC=C2)COC2=CC=C(C=C2)C=2C(C(OC2C2=CC=C(C=C2)OC)(C)C)=O (4-(4-((3-chloroimidazo[1,2-a]pyridin-2-yl)methoxy)phenyl)-5-(4-methoxyphenyl)-2,2-dimethylfuran-3(2H)-one methanesulfonate). Yield: 87.6%. As a reaction SMILES: [CH3:1][S:2]([OH:5])(=[O:4])=[O:3].[Cl:6][C:7]1[N:11]2[CH:12]=[CH:13][CH:14]=[CH:15][C:10]2=[N:9][C:8]=1[CH2:16][O:17][C:18]1[CH:23]=[CH:22][C:21]([C:24]2[C:25](=[O:39])[C:26]([CH3:38])([CH3:37])[O:27][C:28]=2[C:29]2[CH:34]=[CH:33][C:32]([O:35][CH3:36])=[CH:31][CH:30]=2)=[CH:20][CH:19]=1>C(Cl)Cl.C(OCC)C>[CH3:1][S:2]([OH:5])(=[O:4])=[O:3].[Cl:6][C:7]1[N:11]2[CH:12]=[CH:13][CH:14]=[CH:15][C:10]2=[N:9][C:8]=1[CH2:16][O:17][C:18]1[CH:19]=[CH:20][C:21]([C:24]2[C:25](=[O:39])[C:26]([CH3:37])([CH3:38])[O:27][C:28]=2[C:29]2[CH:34]=[CH:33][C:32]([O:35][CH3:36])=[CH:31][CH:30]=2)=[CH:22][CH:23]=1 |f:4.5|. Reported procedure: Methanesulfonic acid (50.5 mg, 0.52 mmol) was added to a solution of 4-(4-((3-chloroimidazo[1,2-a]pyridin-2-yl)methoxy)phenyl)-5-(4-methoxyphenyl)-2,2-dimethylfuran-3(2H)-one (250 mg, 0.52 mmol) in DCM (2.5 ml) and diethyl ether (25 mL) at RT under an atmosphere of nitrogen. The reaction mixture was stirred at RT for 4 h upon which the compound was filtered, washed with 20% DCM in diethyl ether and dried in vacuo to afford 4-(4-((3-chloroimidazo[1,2-a]pyridin-2-yl)methoxy)phenyl)-5-(4-methoxyphe... Starting materials: C(C1=CC=CC=C1)OCCN1C2=C(C3=C([C@@H](C1=O)NC(C(C(=O)O)(C)F)=O)C=CC=C3)C=CC=C2 (N—[(S)-5-(2-benzyloxy-ethyl)-6-oxo-6,7-dihydro-5H-dibenzo[b,d]azepin-7-yl]-2-fluoro-2-methyl-malonamic acid), FC(CN)(C(F)(F)F)F (2,2,3,3,3-pentafluoropropylamine). The product is C(C1=CC=CC=C1)OCCN1C2=C(C3=C([C@@H](C1=O)NC(C(C(=O)NCC(C(F)(F)F)(F)F)(C)F)=O)C=CC=C3)C=CC=C2 (N—[(S)-5-(2-Benzyloxy-ethyl)-6-oxo-6,7-dihydro-5H-dibenzo[b,d]azepin-7-yl]-2-fluoro-2-methyl-N′-(2,2,3,3,3-pentafluoro-propyl)-malonamide). As a reaction SMILES: [CH2:1]([O:8][CH2:9][CH2:10][N:11]1[C:17](=[O:18])[C@@H:16]([NH:19][C:20](=[O:27])[C:21]([F:26])([CH3:25])[C:22]([OH:24])=O)[C:15]2[CH:28]=[CH:29][CH:30]=[CH:31][C:14]=2[C:13]2[CH:32]=[CH:33][CH:34]=[CH:35][C:12]1=2)[C:2]1[CH:7]=[CH:6][CH:5]=[CH:4][CH:3]=1.[F:36][C:37]([F:44])([C:40]([F:43])([F:42])[F:41])[CH2:38][NH2:39]>>[CH2:1]([O:8][CH2:9][CH2:10][N:11]1[C:17](=[O:18])[C@@H:16]([NH:19][C:20](=[O:27])[C:21]([F:26])([CH3:25])[C:22]([NH:39][CH2:38][C:37]([F:44])([F:36])[C:40]([F:43])([F:42])[F:41])=[O:24])[C:15]2[CH:28]=[CH:29][CH:30]=[CH:31][C:14]=2[C:13]2[CH:32]=[CH:33][CH:34]=[CH:35][C:12]1=2)[C:2]1[CH:3]=[CH:4][CH:5]=[CH:6][CH:7]=1. Reported procedure: Using N—[(S)-5-(2-benzyloxy-ethyl)-6-oxo-6,7-dihydro-5H-dibenzo[b,d]azepin-7-yl]-2-fluoro-2-methyl-malonamic acid and 2,2,3,3,3-pentafluoropropylamine, the title compound was prepared in the same manner as described for example 1c. Whites solid. (64%). MS: m/e=608(M+H+).